Dataset: the Open Reaction Database (ORD), a public repository of structured organic reaction records. Task: describe an organic reaction: reactants, conditions, products, and yield Starting materials: [Br-], CCCCCCCCOc1ccc(-c2cnc(Br)c(F)n2)cc1, CCCCCCCC[Mg+], C1CCOC1. Yields the product CCCCCCCCOc1ccc(-c2cnc(CCCCCCCC)c(F)n2)cc1. As a reaction SMILES: [Br-:1].[Br:11][c:12]1[n:13][cH:14][c:15](-[c:19]2[cH:20][cH:21][c:22]([O:25][CH2:26][CH2:27][CH2:28][CH2:29][CH2:30][CH2:31][CH2:32][CH3:33])[cH:23][cH:24]2)[n:16][c:17]1[F:18].[CH2:2]([CH2:3][CH2:4][CH2:5][CH2:6][CH2:7][CH2:8][CH3:9])[Mg+:10].[O:34]1[CH2:35][CH2:36][CH2:37][CH2:38]1>>[CH2:2]([CH2:3][CH2:4][CH2:5][CH2:6][CH2:7][CH2:8][CH3:9])[c:12]1[n:13][cH:14][c:15](-[c:19]2[cH:20][cH:21][c:22]([O:25][CH2:26][CH2:27][CH2:28][CH2:29][CH2:30][CH2:31][CH2:32][CH3:33])[cH:23][cH:24]2)[n:16][c:17]1[F:18].